This data is from the Open Reaction Database (ORD), a public repository of structured organic reaction records. The task is: describe an organic reaction: reactants, conditions, products, and yield Reactants: [OH-].[K+] (KOH), C(C)O (ethanol), ClC1=C(C=CC=C1)N1N=C(C=C1CC#N)C(F)(F)F (2-(1-(2-chlorophenyl)-3-(trifluoromethyl)-1H-pyrazol-5-yl)acetonitrile). Yields the product ClC1=C(C=CC=C1)N1N=C(C=C1CC(=O)O)C(F)(F)F (2-(1-(2-chlorophenyl)-3-(trifluoromethyl)-1H-pyrazol-5-yl)acetic acid). Reaction SMILES: [Cl:1][C:2]1[CH:7]=[CH:6][CH:5]=[CH:4][C:3]=1[N:8]1[C:12](CC#N)=[CH:11][C:10]([C:16]([F:19])([F:18])[F:17])=[N:9]1.[OH-:20].[K+].[CH2:22]([OH:24])[CH3:23]>>[Cl:1][C:2]1[CH:7]=[CH:6][CH:5]=[CH:4][C:3]=1[N:8]1[C:12]([CH2:23][C:22]([OH:20])=[O:24])=[CH:11][C:10]([C:16]([F:19])([F:18])[F:17])=[N:9]1 |f:1.2|. Reported procedure: Into a 250 mL round bottom flask was weighed 2.3 g of crude 2-(1-(2-chlorophenyl)-3-(trifluoromethyl)-1H-pyrazol-5-yl)acetonitrile (8.0 mmol). To this was added 40 mL of ethanol and 2.5 g of KOH (44 mmol). The resulting mixture was heated to reflux. After 17 hours at reflux the reaction was cooled and concentrated in vacuo to remove most of the ethanol. The resulting dark oil was taken up in H2O and EtOAc and acidified by the addition of 3N aqueous HCl. The acidic aqueous was extracted with EtOA... The reactants are intermediate c, C(C)(C)(C)OC(=O)N1C[C@H]2CC3=CC=C(N=C3N2[C@@H](C1)C)CO ((4R,9aR)-6-hydroxymethyl-4-methyl-3,4,9,9a-tetrahydro-1H-2,4a,5-triaza-fluorene-2-carboxylic acid tert-butyl ester), [H-].[Na+] (sodium hydride), COCCBr (2-bromoethyl methyl ether). Product: C(C)(C)(C)OC(=O)N1C[C@H]2CC3=CC=C(N=C3N2[C@@H](C1)C)COCCOC ((4R,9aR)-6-(2-Methoxy-ethoxymethyl)-4-methyl-3,4,9,9a-tetrahydro-1H-2,4a,5-triaza-fluorene-2-carboxylic acid tert-butyl ester). As a reaction SMILES: [C:1]([O:5][C:6]([N:8]1[CH2:20][C@@H:19]([CH3:21])[N:18]2[C@H:10]([CH2:11][C:12]3[C:17]2=[N:16][C:15]([CH2:22][OH:23])=[CH:14][CH:13]=3)[CH2:9]1)=[O:7])([CH3:4])([CH3:3])[CH3:2].[H-].[Na+].[CH3:26][O:27][CH2:28][CH2:29]Br>>[C:1]([O:5][C:6]([N:8]1[CH2:20][C@@H:19]([CH3:21])[N:18]2[C@H:10]([CH2:11][C:12]3[C:17]2=[N:16][C:15]([CH2:22][O:23][CH2:29][CH2:28][O:27][CH3:26])=[CH:14][CH:13]=3)[CH2:9]1)=[O:7])([CH3:2])([CH3:4])[CH3:3] |f:1.2|. Procedure: This compound was prepared in analogy to Example 15 intermediate c), from (4R,9aR)-6-hydroxymethyl-4-methyl-3,4,9,9a-tetrahydro-1H-2,4a,5-triaza-fluorene-2-carboxylic acid tert-butyl ester, sodium hydride and 2-bromoethyl methyl ether. Reactants: Cl (HCl), C(C)C1=CC=C(C=C1)NS(=O)(=O)C(C)(C)C (4-ethylphenyl-t-butylsulfonamide), B(OC(C)C)(OC(C)C)OC(C)C (B(OiPr)3), [Li]CCCC (n-BuLi). Run in C1CCOC1 (THF). Reaction conditions: time 2 hour. Yields the product C(C)(C)(C)S(=O)(=O)NC1=C(C=C(C=C1)CC)OB(O)O (2-t-butylsulfonamido-5-ethylphenylboric acid). RXN SMILES: [CH2:1]([C:3]1[CH:8]=[CH:7][C:6]([NH:9][S:10]([C:13]([CH3:16])([CH3:15])[CH3:14])(=[O:12])=[O:11])=[CH:5][CH:4]=1)[CH3:2].[Li]CCCC.[B:22]([O:31]C(C)C)([O:27]C(C)C)[O:23]C(C)C.Cl>C1COCC1>[C:13]([S:10]([NH:9][C:6]1[CH:5]=[CH:4][C:3]([CH2:1][CH3:2])=[CH:8][C:7]=1[O:23][B:22]([OH:31])[OH:27])(=[O:12])=[O:11])([CH3:15])([CH3:14])[CH3:16]. Procedure details: To a solution of 4-ethylphenyl-t-butylsulfonamide (6.44 g, 26.7 mmoL) in anhydrous THF (60 mL) cooled to -20° C. under N2 was added 2.5M n-BuLi solution (27 mL, 2.5 equiv). The mixture was warmed to rt and stirred for 2 h. To the mixture, containing the bright orange dianion at 0° C., was added B(OiPr)3 (9.3 mL, 1.5 equiv). The reaction was allowed to warm to rt and stirred overnight. The next day 2N HCl (3 mL) was added and the mixture was stirred for 1 h. The solvent was removed under reduced ... The reactants are resultant mixture, BrC1=CC=C(C=C1)[C@@H](C(F)F)N[C@H](CO[Si](C)(C)C(C)(C)C)CC(C)C ((2S)—N-[(1S)-1-(4-Bromophenyl)-2,2-difluoroethyl]-1-{[tert-butyl(dimethyl)silyl]oxy}-4-methylpentan-2-amine), C1=CC=NC=C1.F (HF-pyridine), C([O-])(O)=O.[Na+] (sodium bicarbonate), C(C)(=O)OCC (ethyl acetate). The solvent is CC#N (CH3CN). Run at temperature 0 celsius. The product is BrC1=CC=C(C=C1)[C@@H](C(F)F)N[C@H](CO)CC(C)C ((2S)-2-{[(1S)-1-(4-bromophenyl)-2,2-difluoroethyl]amino}-4-methylpentan-1-ol). RXN SMILES: [Br:1][C:2]1[CH:7]=[CH:6][C:5]([C@H:8]([NH:12][C@@H:13]([CH2:23][CH:24]([CH3:26])[CH3:25])[CH2:14][O:15][Si](C(C)(C)C)(C)C)[CH:9]([F:11])[F:10])=[CH:4][CH:3]=1.C1C=CN=CC=1.F.C(=O)(O)[O-].[Na+].C(OCC)(=O)C>CC#N>[Br:1][C:2]1[CH:7]=[CH:6][C:5]([C@H:8]([NH:12][C@@H:13]([CH2:23][CH:24]([CH3:26])[CH3:25])[CH2:14][OH:15])[CH:9]([F:11])[F:10])=[CH:4][CH:3]=1 |f:1.2,3.4|. Procedure: n-BuLi (2.5 M in hexanes, 1.43 mL) was added to a −70° C. THF (8.5 mL) solution of 1,4-dibromobenzene (884 mg) and the mixture was stirred for 15 minutes. A THF (8.5 mL) solution of (2S)-1-{[tert-butyl(dimethyl)silyl]oxy}-4-methyl-N-[(1E)-2,2-difluoroethylidene]pentan-2-amine (1.0 g) was then added dropwise and the mixture was stirred for 1.5 hours. The mixture was then poured slowly into an icy saturated aqueous solution of ammonium chloride under vigorous stirring and was extracted with 3 port... The reactants are ClC1=CC=C2C3(C(NC2=C1)=O)CC3 (6′ chloro-spiro[cyclopropane-1,3′-[3H]indol]-2′(1′H)-one), CO (MeOH). Solvent: C1CCOC1 (THF). The product is ClC1=CC=C2C3(CNC2=C1)CC3 (6′-Chloro-1′,2′-dihydro-spiro[cyclopropane-1,3′-[3H]indole]). The yield is 52.7%. RXN SMILES: [Cl:1][C:2]1[CH:10]=[C:9]2[C:5]([C:6]3([CH2:13][CH2:12]3)[C:7](=O)[NH:8]2)=[CH:4][CH:3]=1.CO>C1COCC1>[Cl:1][C:2]1[CH:10]=[C:9]2[C:5]([C:6]3([CH2:13][CH2:12]3)[CH2:7][NH:8]2)=[CH:4][CH:3]=1. Reported procedure: A mixture of 6′ chloro-spiro[cyclopropane-1,3′-[3H]indol]-2′(1′H)-one (0.291 g, 1.5 mmol) and borane-dimethyl sulfide complex in THF (2 M, 3.0 mL) was heated at reflux under nitrogen for 2 h. The mixture was cooled and MeOH (3 mL) was added dropwise (caution!). The resulting mixture was heated at reflux for 2 h, then was cooled and solvent evaporated in vacuo. Chromatography (SiO2; gradient elution with 0-100% Et2O in petrol) gave the title compound (0.142 g). MS: [M+H]+=180. Starting materials: Cl.CC(C1=CC=C(C=C1)C(F)(F)F)N (α-methyl-p-trifluoromethylbenzylamine hydrochloride), C(C)(C)NC(=N)NC#N (1-i-propyl-3-cyanoguanidine), [OH-].[Na+] (sodium hydroxide). Run in O (water). Run at time 5 hour. The product is Cl.Cl.CC(C1=CC=C(C=C1)C(F)(F)F)NC(=N)NC(=N)NC(C)C (1-(α-methyl-p-trifluoromethylbenzyl)-5-i-propylbiguanide dihydrochloride). Reaction SMILES: [ClH:1].[CH3:2][CH:3]([NH2:14])[C:4]1[CH:9]=[CH:8][C:7]([C:10]([F:13])([F:12])[F:11])=[CH:6][CH:5]=1.[CH:15]([NH:18][C:19]([NH:21][C:22]#[N:23])=[NH:20])([CH3:17])[CH3:16].[OH-].[Na+]>O>[ClH:1].[ClH:1].[CH3:2][CH:3]([NH:14][C:22]([NH:21][C:19]([NH:18][CH:15]([CH3:17])[CH3:16])=[NH:20])=[NH:23])[C:4]1[CH:5]=[CH:6][C:7]([C:10]([F:11])([F:12])[F:13])=[CH:8][CH:9]=1 |f:0.1,3.4,6.7.8|. Procedure: A stirred mixture of 15.5 g (0.0687 mole) of α-methyl-p-trifluoromethylbenzylamine hydrochloride and 9.55 g (0.0756 mole) of 1-i-propyl-3-cyanoguanidine is immersed in a 190° C oil bath for ten minutes. The melt is cooled to room temperature, dissolved in 100 ml of water, made alkaline with 40% sodium hydroxide solution and extracted twice with 200 ml of ether. The combined ether extracts are dried over potassium carbonate, filtered, and the ether solution made strongly acidic with a saturated e... The reactants are [I-].C[N+]1=CN(C=C1)C(\N=C\1/SC(=CN1C1=CC2=C(OC(C(O2)(F)F)(F)F)C=C1)C)=O ((Z)-3-Methyl-1-(5-methyl-3-(2,2,3,3-tetrafluoro-2,3-dihydrobenzo[b][1,4]dioxin-6-yl)thiazol-2(3H)-ylidenecarbamoyl)-1H-imidazol-3-ium iodide), FC=1C=CC(=C(C1)CNC)OC1=CC=CC=C1 (1-(5-fluoro-2-phenoxyphenyl)-N-methylmethanamine), CCN(C(C)C)C(C)C (Hunig's base). Run in C(Cl)Cl (CH2Cl2), C(C)#N (acetonitrile). Yields the product FC=1C=CC(=C(CN(C(=O)\N=C\2/SC(=CN2C2=CC3=C(OC(C(O3)(F)F)(F)F)C=C2)C)C)C1)OC1=CC=CC=C1 (N-(5-fluoro-2-phenoxybenzyl)-N-methyl-N′-[(2Z)-5-methyl-3-(2,2,3,3-tetrafluoro-2,3-dihydro-1,4-benzodioxin-6-yl)-1,3-thiazol-2(3H)-ylidene]urea). RXN SMILES: [I-].C[N+]1C=C[N:5]([C:8](=[O:30])/[N:9]=[C:10]2\[S:11][C:12]([CH3:29])=[CH:13][N:14]\2[C:15]2[CH:28]=[CH:27][C:18]3[O:19][C:20]([F:26])([F:25])[C:21]([F:24])([F:23])[O:22][C:17]=3[CH:16]=2)[CH:4]=1.[F:31][C:32]1[CH:33]=[CH:34][C:35]([O:41][C:42]2[CH:47]=[CH:46][CH:45]=[CH:44][CH:43]=2)=[C:36](CNC)[CH:37]=1.[CH3:48]CN(C(C)C)C(C)C>C(#N)C.C(Cl)Cl>[F:31][C:32]1[CH:33]=[CH:34][C:35]([O:41][C:42]2[CH:43]=[CH:44][CH:45]=[CH:46][CH:47]=2)=[C:36]([CH:37]=1)[CH2:4][N:5]([CH3:48])[C:8](/[N:9]=[C:10]1\[S:11][C:12]([CH3:29])=[CH:13][N:14]\1[C:15]1[CH:28]=[CH:27][C:18]2[O:19][C:20]([F:26])([F:25])[C:21]([F:23])([F:24])[O:22][C:17]=2[CH:16]=1)=[O:30] |f:0.1|. Conditions: temperature 60 celsius. Procedure details: To a solution of Example 81A (0.1 g, 0.18 mmol) and 1-(5-fluoro-2-phenoxyphenyl)-N-methylmethanamine (0.20 mmol) in anhydrous acetonitrile (3 mL) was added Hunig's base (0.025 g), and the solution was heated at 60° C. for 3 hours. After cooling to room temperature, the reaction mixture was diluted with 50 mL of CH2Cl2 and washed with water and brine, dried over sodium sulfate, and concentrated under reduced pressure. The crude residue was choromatographed over silica using CH2Cl2 to give the tit...